From a dataset of the Open Reaction Database (ORD), a public repository of structured organic reaction records. describe an organic reaction: reactants, conditions, products, and yield Reactants: C(CC(O)(C(=O)O)CC(=O)O)(=O)O (citric acid), ClC1=C(C#N)C=CC(=C1C)F (2-chloro-4-fluoro-3-methylbenzonitrile), N[C@@H](C(=O)O)C(C)(C)O ((R)-2-amino-3-hydroxy-3-methylbutanoic acid), C(=O)([O-])[O-].[K+].[K+] (K2CO3). Run in CS(=O)C (DMSO). Conditions: temperature 75 celsius, time 24 hour. Yields the product ClC=1C(=C(C=CC1C#N)N[C@@H](C(=O)O)C(C)(C)O)C ((R)-2-(3-chloro-4-cyano-2-methylphenylamino)-3-hydroxy-3-methylbutanoic acid). Isolated yield 79.1%. RXN SMILES: [Cl:1][C:2]1[C:9]([CH3:10])=[C:8](F)[CH:7]=[CH:6][C:3]=1[C:4]#[N:5].[NH2:12][C@H:13]([C:17]([OH:20])([CH3:19])[CH3:18])[C:14]([OH:16])=[O:15].C([O-])([O-])=O.[K+].[K+].C(O)(=O)CC(CC(O)=O)(C(O)=O)O>CS(C)=O>[Cl:1][C:2]1[C:9]([CH3:10])=[C:8]([NH:12][C@H:13]([C:17]([OH:20])([CH3:19])[CH3:18])[C:14]([OH:16])=[O:15])[CH:7]=[CH:6][C:3]=1[C:4]#[N:5] |f:2.3.4|. Procedure: 2-chloro-4-fluoro-3-methylbenzonitrile (1.06 g, 6.26 mmol) was mixed together with (R)-2-amino-3-hydroxy-3-methylbutanoic acid (1.00 g, 7.51 mmol) in DMSO (25 mL). K2CO3 (1.73 g, 12.52 mmol) was added to the reaction mixture and stirred at 75° C. for 24 h. Then the reaction mixture was cool down to room temperature and poured slowly in to a 10% citric acid solution and stirred for 10 min at room temperature. The solution was extracted with EtOAc several times to get the crude product. The crude ... Starting materials: N[C@@H](CC1=CNC=N1)C(=O)O (L-histidine), C(=O)(OCC1=CC=CC=C1)Cl (carbobenzoxy chloride). Product: C(=O)(OCC1=CC=CC=C1)N1C=C(C[C@H](NC(=O)OCC2=CC=CC=C2)C(=O)O)N=C1 (1,N-dicarbobenzoxy-L-histidine). RXN SMILES: [NH2:1][C@H:2]([C:9]([OH:11])=[O:10])[CH2:3][C:4]1[N:8]=[CH:7][NH:6][CH:5]=1.[C:12](Cl)([O:14][CH2:15][C:16]1[CH:21]=[CH:20][CH:19]=[CH:18][CH:17]=1)=[O:13]>>[C:12]([N:6]1[CH:7]=[N:8][C:4]([CH2:3][C@@H:2]([C:9]([OH:11])=[O:10])[NH:1][C:12]([O:14][CH2:15][C:16]2[CH:21]=[CH:20][CH:19]=[CH:18][CH:17]=2)=[O:13])=[CH:5]1)([O:14][CH2:15][C:16]1[CH:21]=[CH:20][CH:19]=[CH:18][CH:17]=1)=[O:13]. Procedure: According to the original literature procedure of A. Patchornik et al. (J.A.C.S., 79, 6416/1957), 1,N-dicarbobenzoxy-L-histidine was prepared by the reaction of L-histidine with carbobenzoxy chloride. Starting materials: Clc1ccccc1C(Cl)(c1ccccc1)c1ccccc1, NCC1OC(n2ccc(=O)[nH]c2=O)CC1O, c1ccncc1. Product: O=c1ccn(C2CC(O)C(CNC(c3ccccc3)(c3ccccc3)c3ccccc3Cl)O2)c(=O)[nH]1. As a reaction SMILES: [Cl:17][c:18]1[c:19]([C:20]([c:21]2[cH:22][cH:23][cH:24][cH:25][cH:26]2)([c:27]2[cH:28][cH:29][cH:30][cH:31][cH:32]2)[Cl:33])[cH:34][cH:35][cH:36][cH:37]1.[NH2:1][CH2:2][CH:3]1[CH:4]([OH:16])[CH2:5][CH:6]([n:8]2[c:9](=[O:10])[nH:11][c:12](=[O:13])[cH:14][cH:15]2)[O:7]1.[cH:38]1[cH:39][cH:40][n:41][cH:42][cH:43]1>>[NH:1]([CH2:2][CH:3]1[CH:4]([OH:16])[CH2:5][CH:6]([n:8]2[c:9](=[O:10])[nH:11][c:12](=[O:13])[cH:14][cH:15]2)[O:7]1)[C:20]([c:19]1[c:18]([Cl:17])[cH:37][cH:36][cH:35][cH:34]1)([c:21]1[cH:22][cH:23][cH:24][cH:25][cH:26]1)[c:27]1[cH:28][cH:29][cH:30][cH:31][cH:32]1. Starting materials: CC(C)([O-])C.[K+] (potassium tert-butoxide), C1=CC=CC=2OC3=CC=CC=C3C(C12)C(=O)OC (methyl 9-xanthenecarboxylate), BrCC (bromoethane). The solvent is O1CCCC1 (tetrahydrofuran). Conditions: time 1.5 hour. Product: C(C)C1(C2=CC=CC=C2OC=2C=CC=CC12)C(=O)OC (methyl 9-ethylxanthene-9-carboxylate). Reaction SMILES: [CH:1]1[C:14]2[CH:13]([C:15]([O:17][CH3:18])=[O:16])[C:12]3[C:7](=[CH:8][CH:9]=[CH:10][CH:11]=3)[O:6][C:5]=2[CH:4]=[CH:3][CH:2]=1.[CH3:19][C:20](C)([O-])C.[K+].BrCC>O1CCCC1>[CH2:19]([C:13]1([C:15]([O:17][CH3:18])=[O:16])[C:14]2[CH:1]=[CH:2][CH:3]=[CH:4][C:5]=2[O:6][C:7]2[C:12]1=[CH:11][CH:10]=[CH:9][CH:8]=2)[CH3:20] |f:1.2|. Reported procedure: 10.0 g (0.042 mol) of methyl 9-xanthenecarboxylate (obtainable according to step 1.1.a) are dissolved in 100 mL of tetrahydrofuran and combined batchwise with 5.16 g (0.044 mol) of potassium tert-butoxide while cooling. Then at about 18° C. to 22° C., 6.296 mL (0.083 mol) of bromoethane are added dropwise; after it has all been added, the mixture is stirred for about 1.5 hours at ambient temperature. The precipitate formed is suction filtered and the solvent is removed by distillation. The resid... The reactants are [Na+], [Na+], O=C([O-])[O-], OB(O)c1ccc2c(c1)OCCO2, C1COCCO1, Cl[Pd]Cl, Cc1ccc(S(=O)(=O)OC(=CC2CCCC2)c2cc3cccnc3n2S(=O)(=O)c2ccccc2)cc1, c1ccc(P(c2ccccc2)c2ccccc2)cc1, c1ccc(P(c2ccccc2)c2ccccc2)cc1. The product is O=S(=O)(c1ccccc1)n1c(C(=CC2CCCC2)c2ccc3c(c2)OCCO3)cc2cccnc21. Reaction SMILES: [Na+:50].[Na+:51].[O-:52][C:53](=[O:54])[O-:55].[O:37]1[CH2:38][CH2:39][O:40][c:41]2[c:42]1[cH:43][cH:44][c:45]([B:47]([OH:48])[OH:49])[cH:46]2.[O:56]1[CH2:57][CH2:58][O:59][CH2:60][CH2:61]1.[Pd:62]([Cl:63])[Cl:64].[c:1]1([S:7](=[O:8])(=[O:9])[n:10]2[c:11]([C:19](=[CH:20][CH:21]3[CH2:22][CH2:23][CH2:24][CH2:25]3)[O:26][S:27]([c:28]3[cH:29][cH:30][c:31]([CH3:32])[cH:33][cH:34]3)(=[O:35])=[O:36])[cH:12][c:13]3[c:14]2[n:15][cH:16][cH:17][cH:18]3)[cH:2][cH:3][cH:4][cH:5][cH:6]1.[c:65]1([P:66]([c:67]2[cH:68][cH:69][cH:70][cH:71][cH:72]2)[c:73]2[cH:74][cH:75][cH:76][cH:77][cH:78]2)[cH:79][cH:80][cH:81][cH:82][cH:83]1.[c:84]1([P:85]([c:86]2[cH:87][cH:88][cH:89][cH:90][cH:91]2)[c:92]2[cH:93][cH:94][cH:95][cH:96][cH:97]2)[cH:98][cH:99][cH:100][cH:101][cH:102]1>>[c:1]1([S:7](=[O:8])(=[O:9])[n:10]2[c:11]([C:19](=[CH:20][CH:21]3[CH2:22][CH2:23][CH2:24][CH2:25]3)[c:45]3[cH:44][cH:43][c:42]4[c:41]([cH:46]3)[O:40][CH2:39][CH2:38][O:37]4)[cH:12][c:13]3[c:14]2[n:15][cH:16][cH:17][cH:18]3)[cH:2][cH:3][cH:4][cH:5][cH:6]1. As a reaction SMILES: [C:23](=[O:24])([O-:25])[O-:26].[Cl:1][c:2]1[c:3]([C:14](=[O:15])[Cl:16])[n:4][o:5][c:6]1-[c:7]1[cH:8][cH:9][c:10]([Cl:13])[cH:11][cH:12]1.[Cl:29][CH2:30][Cl:31].[K+:27].[K+:28].[O:17]1[CH2:18][CH:19]([NH2:22])[CH2:20][CH2:21]1>>[Cl:1][c:2]1[c:3]([C:14](=[O:15])[NH:22][CH:19]2[CH2:18][O:17][CH2:21][CH2:20]2)[n:4][o:5][c:6]1-[c:7]1[cH:8][cH:9][c:10]([Cl:13])[cH:11][cH:12]1. Product: O=C(NC1CCOC1)c1noc(-c2ccc(Cl)cc2)c1Cl. Reactants: O=C([O-])[O-], O=C(Cl)c1noc(-c2ccc(Cl)cc2)c1Cl, ClCCl, [K+], [K+], NC1CCOC1.